This data is from the Open Reaction Database (ORD), a public repository of structured organic reaction records. The task is: describe an organic reaction: reactants, conditions, products, and yield The reactants are O (Water), [N+](=O)([O-])C1=C(C#N)C=CC(=C1)C(F)(F)F (2-nitro-4-(trifluoromethyl)benzonitrile), C[O-].[Na+] (sodium methoxide). Run in CO (methanol), CO (methanol). Reaction conditions: time 1 hour. The product is COC1=C(C#N)C=CC(=C1)C(F)(F)F (2-Methoxy-4-(trifluoromethyl)benzonitrile). The yield is 91.0%. Reaction SMILES: [N+]([C:4]1[CH:11]=[C:10]([C:12]([F:15])([F:14])[F:13])[CH:9]=[CH:8][C:5]=1[C:6]#[N:7])([O-])=O.[CH3:16][O-:17].[Na+].O>CO>[CH3:16][O:17][C:4]1[CH:11]=[C:10]([C:12]([F:15])([F:14])[F:13])[CH:9]=[CH:8][C:5]=1[C:6]#[N:7] |f:1.2|. Reported procedure: To a solution of 2-nitro-4-(trifluoromethyl)benzonitrile (22.48 g, 104 mmol) in anhydrous methanol (110 ml) was added dropwise 25% sodium methoxide in methanol (24.72 ml, 114.4 mmol), and the resulting mixture stirred at room temperature for 1 hour. Water (110 ml) was added and the resulting solids collected by filtration. The solids were dissolved in DCM (150 ml), washed with sat NaCl (75 ml), dried over Na2SO4, filtered and evaporated to give the title compound (19 g, 91%) as a white solid. Starting materials: OC1=C(C=C(C(=O)OC)C=C1)C(=O)OC (dimethyl 4-hydroxyisophthalate), Cl (hydrochloric acid). The solvent is N1=CC=CC=C1 (pyridine). Product: C(=O)(O)C=1C=C(C(=O)OC)C=CC1O (methyl 3-carboxy-4-hydroxybenzoate). Yield: 98.0%. RXN SMILES: [OH:1][C:2]1[CH:11]=[CH:10][C:5]([C:6]([O:8][CH3:9])=[O:7])=[CH:4][C:3]=1[C:12]([O:14]C)=[O:13].Cl>N1C=CC=CC=1>[C:12]([C:3]1[CH:4]=[C:5]([CH:10]=[CH:11][C:2]=1[OH:1])[C:6]([O:8][CH3:9])=[O:7])([OH:14])=[O:13]. Procedure: A mixture of dimethyl 4-hydroxyisophthalate (10 g) and pyridine (100 ml) was heated at reflux overnight. After cooling, 6 M hydrochloric acid was added to the reaction solution. The thus-precipitated crystals were filtered, thereby giving 9.15 g of methyl 3-carboxy-4-hydroxybenzoate. Starting materials: CC1N(C=C(C(=N1)N)N)C (2,N-Dimethyl-4,5-diaminopyrimidine), Cl.ClCC(OCC)=N (ethyl chloroacetimidate hydrochloride), ClC(C)Cl (dichloroethane). Yields the product ClCC=1N(C2=NC(=NC=C2N1)C)C (8-Chloromethyl-2,9-dimethyl-9H-purine). As a reaction SMILES: [CH3:1][CH:2]1[N:7]=[C:6]([NH2:8])[C:5]([NH2:9])=[CH:4][N:3]1C.Cl.[Cl:12][CH2:13][C:14](=N)OCC.Cl[CH:20](Cl)C>>[Cl:12][CH2:13][C:14]1[N:8]([CH3:20])[C:6]2[C:5]([N:9]=1)=[CH:4][N:3]=[C:2]([CH3:1])[N:7]=2 |f:1.2|. Reported procedure: A solution of 2,N-Dimethyl-4,5-diaminopyrimidine (180 mg, 1.3 mmol) and ethyl chloroacetimidate hydrochloride (310 g, 2.0 mmol) in dichloroethane (10 mL) is heated at reflux for 17 h and cooled. The mixture is washed with aqueous NaHCO3, water, dried and concentrated to give 8-Chloromethyl-2,9-dimethyl-9H-purine. The reactants are S(O)(O)(=O)=O (sulfuric acid), ClC1=C(C(=O)O)C=CC(=C1C)Cl (2,4-dichloro-3-methylbenzoic acid), CO (methanol). Yields the product ClC1=C(C(=O)OC)C=CC(=C1C)Cl (methyl 2,4-dichloro-3-methylbenzoate). As a reaction SMILES: S(=O)(=O)(O)O.[Cl:6][C:7]1[C:15]([CH3:16])=[C:14]([Cl:17])[CH:13]=[CH:12][C:8]=1[C:9]([OH:11])=[O:10].[CH3:18]O>>[Cl:6][C:7]1[C:15]([CH3:16])=[C:14]([Cl:17])[CH:13]=[CH:12][C:8]=1[C:9]([O:11][CH3:18])=[O:10]. Procedure: 60 ml of concentrated sulfuric acid were added dropwise to a solution of 424.0 g (2 mol) of 2,4-dichloro-3-methylbenzoic acid and 1500 ml of methanol. After heating for 5 hours under reflux, the reaction mixture was cooled, concentrated under reduced pressure and then taken up in 1000 ml of methylene chloride. The organic phase was washed with water, then with 5% strength of sodium hydrogen carbonate solution and then again with water, dried and concentrated under reduced pressure. 401.0 g of me... Starting materials: C1(CCCCCCC1)=O (Cyclooctanone), 1a, [Li+].C[Si](C)(C)[N-][Si](C)(C)C (LiHMDS), BrCC1=CC(=CC=C1)Cl (1-bromomethyl-3-chloro-benzene), 3a. Solvent: C1CCOC1 (THF), C1CCOC1 (THF), C1CCOC1 (THF). Reaction conditions: temperature -78 celsius, time 60 minute. Product: ClC=1C=C(CC2C(CCCCCC2)=O)C=CC1 (2-(3-chloro-benzyl)-cyclooctanone), 3b. Isolated yield 82.6%. Reaction SMILES: [C:1]1(=[O:9])[CH2:8][CH2:7][CH2:6][CH2:5][CH2:4][CH2:3][CH2:2]1.[Li+].C[Si]([N-][Si](C)(C)C)(C)C.Br[CH2:21][C:22]1[CH:27]=[CH:26][CH:25]=[C:24]([Cl:28])[CH:23]=1>C1COCC1>[Cl:28][C:24]1[CH:23]=[C:22]([CH:27]=[CH:26][CH:25]=1)[CH2:21][CH:2]1[CH2:3][CH2:4][CH2:5][CH2:6][CH2:7][CH2:8][C:1]1=[O:9] |f:1.2|. Procedure: Cyclooctanone Compound 1a (2.5 g, 19.8 mmol) in THF (5 mL) was added dropwise to a solution of LiHMDS (23.8 mL, 23.8 mmol) in anhydrous THF (50 mL) at −78° C. under a N2 atmosphere. The mixture was stirred at −78° C. for 60 mins, then 1-bromomethyl-3-chloro-benzene Compound 3a (4.1 g, 19.9 mmol) in anhydrous THF (10 mL) was added dropwise. The mixture was stirred for 5 hrs, while warming to r.t. The reaction was quenched with water (5 mL) and the organic layer was diluted with EtOAc (100 mL), th... Starting materials: C(C)(C)(C)OC(NC[C@@H](C)N1C(=CC=2C1=NC=C(C2)F)CO)=O ((R)-[2-(5-fluoro-2-hydroxymethyl-pyrrolo[2,3-b]pyridin-1-yl)-propyl]-carbamic acid tert-butyl ester). Reagents/catalysts: [O-2].[O-2].[Mn+4] (manganese dioxide), [O-2].[O-2].[Mn+4] (manganese dioxide). Run in ClCCl (dichloromethane). Run at time 1 hour. The product is C(C)(C)(C)OC(=O)N1CC2=CC3=CC(=CN=C3N2[C@@H](C1)C)F ((R)-7-fluoro-4-methyl-3,4-dihydro-1H-2,4a,5-triaza-fluorene-2-carboxylic acid tert-butyl ester). The yield is 74.5%. As a reaction SMILES: [C:1]([O:5][C:6](=[O:23])[NH:7][CH2:8][C@H:9]([N:11]1[C:15]2=[N:16][CH:17]=[C:18]([F:20])[CH:19]=[C:14]2[CH:13]=[C:12]1[CH2:21]O)[CH3:10])([CH3:4])([CH3:3])[CH3:2]>ClCCl.[O-2].[O-2].[Mn+4]>[C:1]([O:5][C:6]([N:7]1[CH2:8][C@@H:9]([CH3:10])[N:11]2[C:12](=[CH:13][C:14]3[C:15]2=[N:16][CH:17]=[C:18]([F:20])[CH:19]=3)[CH2:21]1)=[O:23])([CH3:4])([CH3:3])[CH3:2] |f:2.3.4|. Procedure: To a solution of 5.4 g (R)-[2-(5-fluoro-2-hydroxymethyl-pyrrolo[2,3-b]pyridin-1-yl)-propyl]-carbamic acid tert-butyl ester in 55 mL dichloromethane was added 7.40 g manganese dioxide and the mixture was stirred at room temperature for 1 h. Another 7.40 g manganese dioxide was added and the mixture was stirred at room temperature for 4 h. The solids were removed by filtration over dicalite. The mother liquor was evaporated and the residue was taken up in 50 mL dichloromethane and 3.0 mL acetic ac...